From a dataset of the Open Reaction Database (ORD), a public repository of structured organic reaction records. describe an organic reaction: reactants, conditions, products, and yield Starting materials: N1(C=NC=C1)CCCNC(CO)(C)C (2-[3-(imidazol-1-yl)propylamino]-2-methyl-1-propanol), ClC1=CC=C(C(=O)Cl)C=C1 (4-chlorobenzoyl chloride). The product is Cl.Cl.ClC1=CC=C(C(=O)OCC(C)(C)NCCCN2C=NC=C2)C=C1 (2-[3-(imidazol-1-yl)propylamino]-2,2-dimethylethyl 4-chlorobenzoate dihydrochloride). RXN SMILES: [N:1]1([CH2:6][CH2:7][CH2:8][NH:9][C:10]([CH3:14])([CH3:13])[CH2:11][OH:12])[CH:5]=[CH:4][N:3]=[CH:2]1.[Cl:15][C:16]1[CH:24]=[CH:23][C:19]([C:20](Cl)=[O:21])=[CH:18][CH:17]=1>>[ClH:15].[ClH:15].[Cl:15][C:16]1[CH:24]=[CH:23][C:19]([C:20]([O:12][CH2:11][C:10]([NH:9][CH2:8][CH2:7][CH2:6][N:1]2[CH:5]=[CH:4][N:3]=[CH:2]2)([CH3:14])[CH3:13])=[O:21])=[CH:18][CH:17]=1 |f:2.3.4|. Procedure details: In a similar manner to Example 78, 2-[3-(imidazol-1-yl)propylamino]-2-methyl-1-propanol (1.0 g) was reacted with 4-chlorobenzoyl chloride (0.89 g) to give 2-[3-(imidazol-1-yl)propylamino]-2,2-dimethylethyl 4-chlorobenzoate dihydrochloride, m.p. 207-209° C.